The task is: describe an organic reaction: reactants, conditions, products, and yield. This data is from the Open Reaction Database (ORD), a public repository of structured organic reaction records. The reactants are BrC1=CC=C(C=C1)CC (1-bromo-4-ethylbenzene), solution, C[Si]([N-][Si](C)(C)C)(C)C.[Li+] (lithium hexamethyldisilazide), C1CCCCC1 (cyclohexane), FC([C@@H](CC(=O)OCC)C)(F)F ((+)-ethyl(3R)-4,4,4-trifluoro-3-methylbutanoate). The reagents and catalysts are C1(CCCCC1)P(C1=C(C=CC=C1)C1=C(C=CC=C1)N(C)C)C1CCCCC1 (2′-dicyclohexylphosphino-2-(N,N-dimethylamino)biphenyl), C(C)(=O)[O-].[Pd+2].C(C)(=O)[O-] (palladium(II)acetate). Run in C1(=CC=CC=C1)C (toluene), C1(=CC=CC=C1)C (toluene), C1CCCCC1.C(C)(=O)OCC (cyclohexane ethyl acetate), C1(=CC=CC=C1)C (toluene). Conditions: time 10 minute. Product: C(C)C1=CC=C(C=C1)C(C(=O)OCC)[C@H](C(F)(F)F)C (Ethyl(3R)-2-(4-ethylphenyl)-4,4,4-trifluoro-3-methylbutanoate). Yield: 65.0%. RXN SMILES: C[Si](C)(C)[N-][Si](C)(C)C.[Li+].[F:11][C:12]([F:22])([F:21])[C@H:13]([CH3:20])[CH2:14][C:15]([O:17][CH2:18][CH3:19])=[O:16].Br[C:24]1[CH:29]=[CH:28][C:27]([CH2:30][CH3:31])=[CH:26][CH:25]=1.C1CCCCC1>C1(C)C=CC=CC=1.C([O-])(=O)C.[Pd+2].C([O-])(=O)C.C1(P(C2CCCCC2)C2C=CC=CC=2C2C=CC=CC=2N(C)C)CCCCC1.C1CCCCC1.C(OCC)(=O)C>[CH2:30]([C:27]1[CH:28]=[CH:29][C:24]([CH:14]([C@@H:13]([CH3:20])[C:12]([F:21])([F:22])[F:11])[C:15]([O:17][CH2:18][CH3:19])=[O:16])=[CH:25][CH:26]=1)[CH3:31] |f:0.1,6.7.8,10.11|. Reported procedure: 24.4 ml (24.4 mmol) of a 1 M solution of lithium hexamethyldisilazide in toluene were cooled to −10° C., and a solution of 3.0 g (16.29 mmol) of (+)-ethyl(3R)-4,4,4-trifluoro-3-methylbutanoate in 15 ml of abs. toluene was added dropwise. The mixture was stirred for 10 min. At −10° C., a solution, prepared beforehand, of 3.92 g (21.18 mmol) of 1-bromo-4-ethylbenzene, 110 mg (0.49 mmol) of palladium(II)acetate and 404 mg (1.03 mmol) of 2′-dicyclohexylphosphino-2-(N,N-dimethylamino)biphenyl in 20 m... The reactants are C1(=CC=CC=C1)S(=O)(=O)NC(C1=CC(=C(C=C1)NC(C)=O)N)=O (N-benzenesulfonyl-4-acetylamino-3-aminobenzamide), FC(C1=CC=C(CBr)C=C1)(F)F (4-(trifluoromethyl)benzyl bromide), C([O-])(O)=O.[K+] (potassium bicarbonate). Run in CO (methanol). Product: C1(=CC=CC=C1)S(=O)(=O)NC(C1=CC(=C(C=C1)NC(C)=O)NCC1=CC=C(C=C1)C(F)(F)F)=O (N-benzenesulfonyl-4-acetylamino-3-[4-(trifluoromethyl)benzylamino]benzamide). Isolated yield 40.7%. Reaction SMILES: [C:1]1([S:7]([NH:10][C:11](=[O:23])[C:12]2[CH:17]=[CH:16][C:15]([NH:18][C:19](=[O:21])[CH3:20])=[C:14]([NH2:22])[CH:13]=2)(=[O:9])=[O:8])[CH:6]=[CH:5][CH:4]=[CH:3][CH:2]=1.[F:24][C:25]([F:35])([F:34])[C:26]1[CH:33]=[CH:32][C:29]([CH2:30]Br)=[CH:28][CH:27]=1.C(=O)(O)[O-].[K+]>CO>[C:1]1([S:7]([NH:10][C:11](=[O:23])[C:12]2[CH:17]=[CH:16][C:15]([NH:18][C:19](=[O:21])[CH3:20])=[C:14]([NH:22][CH2:30][C:29]3[CH:28]=[CH:27][C:26]([C:25]([F:24])([F:34])[F:35])=[CH:33][CH:32]=3)[CH:13]=2)(=[O:8])=[O:9])[CH:2]=[CH:3][CH:4]=[CH:5][CH:6]=1 |f:2.3|. Procedure: A methanol (7 ml) solution of N-benzenesulfonyl-4-acetylamino-3-aminobenzamide (0.50 g), 4-(trifluoromethyl)benzyl bromide (0.418 g) and potassium bicarbonate (0.423 g) is stirred for 1 hour at 60° C. to give preliminarily purified N-benzenesulfonyl-4-acetylamino-3-[4-(trifluoromethyl)benzylamino]benzamide (0.30 g). This is dissolved in methanol. When it is left undisturbed crystals precipitated. The crystals are separated through filtration, dried and thus, 6-benzenesulfonylcarbamoyl-2-methyl-1... Reactants: CN(S(=O)(=O)C1=CC=C(C=C1)C)CC(=C)C1=CC=CC=C1 (N-methyl-N-(2-phenyl-2-propenyl)-p-toluenesulfonamide), ClC1=CC(=CC=C1)C(=O)OO (m-chloroperbenzoic acid). Run in C(Cl)(Cl)Cl (chloroform). Reaction conditions: temperature 60 celsius, time 3 hour. The product is CN(S(=O)(=O)C1=CC=C(C=C1)C)CC1(CO1)C1=CC=CC=C1 (N-methyl-N-(2,3-epoxy-2-phenylpropyl)-p-toluenesulfonamide). Yield: 74.6%. Reaction SMILES: [CH3:1][N:2]([CH2:13][C:14]([C:16]1[CH:21]=[CH:20][CH:19]=[CH:18][CH:17]=1)=[CH2:15])[S:3]([C:6]1[CH:11]=[CH:10][C:9]([CH3:12])=[CH:8][CH:7]=1)(=[O:5])=[O:4].ClC1C=CC=C(C(OO)=[O:30])C=1>C(Cl)(Cl)Cl>[CH3:1][N:2]([CH2:13][C:14]1([C:16]2[CH:21]=[CH:20][CH:19]=[CH:18][CH:17]=2)[O:30][CH2:15]1)[S:3]([C:6]1[CH:11]=[CH:10][C:9]([CH3:12])=[CH:8][CH:7]=1)(=[O:4])=[O:5]. Reported procedure: A mixture of 9.8 g of N-methyl-N-(2-phenyl-2-propenyl)-p-toluenesulfonamide, 9.63 g of m-chloroperbenzoic acid and 280 ml of chloroform were stirred at 60° C. for 3 hours. After cooling, the reaction mixture was washed subsequently with 10% aqueous sodium bisulfite and water, dried over anhydrous magnesium sulfate. The solvent was distilled off and the residue was purified by silica gel column chromatography (developing solvent:ethyl acetate -n-hexane) to obtain 7.7 g of the titled compound.